From a dataset of the Open Reaction Database (ORD), a public repository of structured organic reaction records. describe an organic reaction: reactants, conditions, products, and yield Reactants: FC(C1=CC=C(CN2C=CC3=CC=CC(=C23)C(=O)OC)C=C1)(F)F (Methyl 1-[4-(trifluoromethyl)benzyl]-1H-indole-7-carboxylate), [OH-].[K+] (KOH). The solvent is C1CCOC1.CO (THF MeOH). Reaction conditions: time 18 hour. Product: FC(C1=CC=C(CN2C=CC3=CC=CC(=C23)C(=O)O)C=C1)(F)F (1-[4-(trifluoromethyl)benzyl]-1H-indole-7-carboxylic Acid). Reaction SMILES: [F:1][C:2]([F:24])([F:23])[C:3]1[CH:22]=[CH:21][C:6]([CH2:7][N:8]2[C:16]3[C:11](=[CH:12][CH:13]=[CH:14][C:15]=3[C:17]([O:19]C)=[O:18])[CH:10]=[CH:9]2)=[CH:5][CH:4]=1.[OH-].[K+]>C1COCC1.CO>[F:23][C:2]([F:1])([F:24])[C:3]1[CH:22]=[CH:21][C:6]([CH2:7][N:8]2[C:16]3[C:11](=[CH:12][CH:13]=[CH:14][C:15]=3[C:17]([OH:19])=[O:18])[CH:10]=[CH:9]2)=[CH:5][CH:4]=1 |f:1.2,3.4|. Procedure: Methyl 1-[4-(trifluoromethyl)benzyl]-1H-indole-7-carboxylate (11.7 g, 35.1 mmol) was dissolved in 350 ml of 1:1 THF/MeOH and 175 ml of 2N KOH (10 eq, 351 mmol). The mixture was stirred at RT for 18 hr. Then the solvents were evaporated under reduced pressure. 2N HCl was added (pH=3) and the aqueous phase was extracted 3× with DCM. The combined organic layers were washed with water and brine, dried over MgSO4, filtered and then concentrated under reduced pressure. 1H NMR (500 MHz, DMSO-d6): δ 12.... Starting materials: O (water), Cl.CC1(CC(CC(C1)(C)C)(C)C)N (1,3,3,5,5-pentamethylcyclohexylamine hydrochloride), BrCCCC#N (4-bromobutyronitrile), C([O-])([O-])=O.[Na+].[Na+] (sodium carbonate). The solvent is O1CCCC1 (tetrahydrofuran). Yields the product C(#N)CCCNC1(CC(CC(C1)(C)C)(C)C)C (N-(3-Cyanopropyl)-1,3,3,5,5-Pentamethylcyclohexylamine). Yield: 78.7%. Reaction SMILES: Cl.[CH3:2][C:3]1([NH2:13])[CH2:8][C:7]([CH3:10])([CH3:9])[CH2:6][C:5]([CH3:12])([CH3:11])[CH2:4]1.Br[CH2:15][CH2:16][CH2:17][C:18]#[N:19].C(=O)([O-])[O-].[Na+].[Na+].O>O1CCCC1>[C:18]([CH2:17][CH2:16][CH2:15][NH:13][C:3]1([CH3:2])[CH2:8][C:7]([CH3:10])([CH3:9])[CH2:6][C:5]([CH3:12])([CH3:11])[CH2:4]1)#[N:19] |f:0.1,3.4.5|. Procedure: A mixture of 1,3,3,5,5-pentamethylcyclohexylamine hydrochloride (1) (2-06 g, 10 mmol) 4-bromobutyronitrile (1.55 g. 10.5 mmol) and sodium carbonate (3.18 g, 30 mmol) in tetrahydrofuran (50 ml) was refluxed for 85 h, the poured into water (100 ml) and extracted with ether (3*30 ml). The combined organic phases were washed with brine (20 ml) and dried over K2CO3. The solution was filtered and evaporated and the crude product was purified by chromatography on silica gel, eluting with hexane-ether (... The product is CSC(=NC#N)N1CCOC(C)C1. Reactants: CSC(=NC#N)SC, CCO, CC1CNCCO1, Cl, [Na+], [Na+], O=C([O-])[O-]. Reaction SMILES: [C:9](#[N:10])[N:11]=[C:12]([S:13][CH3:14])[S:15][CH3:16].[CH3:23][CH2:24][OH:25].[CH3:2][CH:3]1[O:4][CH2:5][CH2:6][NH:7][CH2:8]1.[ClH:1].[Na+:17].[Na+:18].[O-:19][C:20](=[O:21])[O-:22]>>[CH3:2][CH:3]1[O:4][CH2:5][CH2:6][N:7]([C:12](=[N:11][C:9]#[N:10])[S:13][CH3:14])[CH2:8]1. The reactants are CCCCCC, CC(C)=O, CC(CCl)CCCC(C)C1CC=C2C3=C(CCC21C)C1(C)CCC(O)C(C)(C)C1CC3, [I-], [Na+], O. The product is CC(CI)CCCC(C)C1CC=C2C3=C(CCC21C)C1(C)CCC(O)C(C)(C)C1CC3. Reaction SMILES: [CH3:35][CH2:36][CH2:37][CH2:38][CH2:39][CH3:40].[CH3:41][C:42](=[O:43])[CH3:44].[Cl:1][CH2:2][CH:3]([CH3:4])[CH2:5][CH2:6][CH2:7][CH:8]([CH3:9])[CH:10]1[CH2:11][CH:12]=[C:13]2[C:14]3=[C:24]([C:22]4([CH3:23])[CH:17]([CH2:16][CH2:15]3)[C:18]([CH3:30])([CH3:31])[CH:19]([OH:29])[CH2:20][CH2:21]4)[CH2:25][CH2:26][C:27]12[CH3:28].[I-:33].[Na+:32].[OH2:34]>>[CH2:2]([CH:3]([CH3:4])[CH2:5][CH2:6][CH2:7][CH:8]([CH3:9])[CH:10]1[CH2:11][CH:12]=[C:13]2[C:14]3=[C:24]([C:22]4([CH3:23])[CH:17]([CH2:16][CH2:15]3)[C:18]([CH3:30])([CH3:31])[CH:19]([OH:29])[CH2:20][CH2:21]4)[CH2:25][CH2:26][C:27]12[CH3:28])[I:33]. Starting materials: CC(C)=O, Cl, [H][H], O=C(Oc1ccc(O)cc1)c1ccc(O)cc1, Oc1ccc(O)cc1. The product is O=C(Oc1ccccc1)c1ccc(O)cc1. As a reaction SMILES: [CH3:29][C:30](=[O:31])[CH3:32].[ClH:1].[H:27][H:28].[OH:10][c:11]1[cH:12][cH:13][c:14]([C:15](=[O:16])[O:17][c:18]2[cH:19][cH:20][c:21]([OH:24])[cH:22][cH:23]2)[cH:25][cH:26]1.[OH:2][c:3]1[cH:4][cH:5][c:6]([OH:7])[cH:8][cH:9]1>>[OH:10][c:11]1[cH:12][cH:13][c:14]([C:15](=[O:16])[O:17][c:18]2[cH:19][cH:20][cH:21][cH:22][cH:23]2)[cH:25][cH:26]1. Starting materials: BrC1=CC=C(C=N1)C(=O)N1CCN(CC1)C1=C(C=C(C=C1)C)C ((6-bromopyridin-3-yl)[4-(2,4-dimethylphenyl)piperazin-1-yl]methanone), O1C(NCC1)=O (oxazolidin-2-one). The product is CC1=C(C=CC(=C1)C)N1CCN(CC1)C(=O)C=1C=CC(=NC1)N1C(OCC1)=O (3-{5-[4-(2,4-dimethylphenyl)piperazine-1-carbonyl]pyridin-2-yl}oxazolidin-2-one). The yield is 62.2%. As a reaction SMILES: Br[C:2]1[N:7]=[CH:6][C:5]([C:8]([N:10]2[CH2:15][CH2:14][N:13]([C:16]3[CH:21]=[CH:20][C:19]([CH3:22])=[CH:18][C:17]=3[CH3:23])[CH2:12][CH2:11]2)=[O:9])=[CH:4][CH:3]=1.[O:24]1[CH2:28][CH2:27][NH:26][C:25]1=[O:29]>>[CH3:23][C:17]1[CH:18]=[C:19]([CH3:22])[CH:20]=[CH:21][C:16]=1[N:13]1[CH2:14][CH2:15][N:10]([C:8]([C:5]2[CH:4]=[CH:3][C:2]([N:26]3[CH2:27][CH2:28][O:24][C:25]3=[O:29])=[N:7][CH:6]=2)=[O:9])[CH2:11][CH2:12]1. Procedure: By reaction and treatment in the same manner as in Example 1 and using (6-bromopyridin-3-yl)[4-(2,4-dimethylphenyl)piperazin-1-yl]methanone (749 mg) described in Preparation Example 20 and oxazolidin-2-one (174 mg), the title compound (473 mg) was obtained. Starting materials: CC(C)O, CC(C)(C)OC(=O)N1CCC2(CC1)OCC(F)(F)c1cc(Cl)sc12, Cl, [Na+], [OH-], O. The product is FC1(F)COC2(CCNCC2)c2sc(Cl)cc21. RXN SMILES: [CH:29]([OH:30])([CH3:31])[CH3:32].[Cl:2][c:3]1[cH:4][c:5]2[c:6]([s:7]1)[C:8]1([CH2:9][CH2:10][N:11]([C:14]([O:15][C:16]([CH3:17])([CH3:18])[CH3:19])=[O:20])[CH2:12][CH2:13]1)[O:21][CH2:22][C:23]2([F:24])[F:25].[ClH:1].[Na+:28].[OH-:27].[OH2:26]>>[Cl:2][c:3]1[cH:4][c:5]2[c:6]([s:7]1)[C:8]1([CH2:9][CH2:10][NH:11][CH2:12][CH2:13]1)[O:21][CH2:22][C:23]2([F:24])[F:25].